This data is from the Open Reaction Database (ORD), a public repository of structured organic reaction records. The task is: describe an organic reaction: reactants, conditions, products, and yield The reactants are CCC(C)C(C(=O)NC(Cc1ccccc1)CC(O)C(Cc1ccccc1)N(C(=O)[O-])C(C)(C)C)N1CCN(Cc2csc(C)n2)C1=O, C1CCOC1, Cl. The product is Cl, CCC(C)C(C(=O)NC(Cc1ccccc1)CC(O)C(N)Cc1ccccc1)N1CCN(Cc2csc(C)n2)C1=O. RXN SMILES: [C:1]([N:5]([C:2](=[O:3])[O-:4])[CH:9]([CH:10]([CH2:11][CH:12]([CH2:13][c:14]1[cH:15][cH:16][cH:17][cH:18][cH:19]1)[NH:20][C:21]([CH:22]([CH:23]([CH2:24][CH3:25])[CH3:26])[N:27]1[C:28](=[O:39])[N:29]([CH2:32][c:33]2[n:34][c:35]([CH3:38])[s:36][cH:37]2)[CH2:30][CH2:31]1)=[O:40])[OH:41])[CH2:42][c:43]1[cH:44][cH:45][cH:46][cH:47][cH:48]1)([CH3:6])([CH3:7])[CH3:8].[CH2:50]1[O:51][CH2:52][CH2:53][CH2:54]1.[ClH:49]>>[ClH:49].[NH2:5][CH:9]([CH:10]([CH2:11][CH:12]([CH2:13][c:14]1[cH:15][cH:16][cH:17][cH:18][cH:19]1)[NH:20][C:21]([CH:22]([CH:23]([CH2:24][CH3:25])[CH3:26])[N:27]1[C:28](=[O:39])[N:29]([CH2:32][c:33]2[n:34][c:35]([CH3:38])[s:36][cH:37]2)[CH2:30][CH2:31]1)=[O:40])[OH:41])[CH2:42][c:43]1[cH:44][cH:45][cH:46][cH:47][cH:48]1. The reactants are BrC(C(OC1=C(C=C(C=C1)[N+](=O)[O-])OC)(F)F)(F)F (4-(2-bromo-1,1,2,2-tetrafluoroethoxy)-3-methoxynitrobenzene), ClC1=CC=C(C=C1)I (4-chloroiodobenzene), Cl (hydrochloric acid). Reagents/catalysts: [Cu] (copper). The solvent is CS(=O)C (dimethyl sulfoxide). Reaction conditions: temperature 160 celsius, time 18 hour. Product: ClC1=CC=C(C=C1)C(C(OC1=C(C=C(C=C1)[N+](=O)[O-])OC)(F)F)(F)F (4-[2-(4-chlorophenyl)-1,1,2,2-tetrafluoroethoxy]-3-methoxynitrobenzene). Yield: 26.3%. Reaction SMILES: Br[C:2]([F:19])([F:18])[C:3]([F:17])([F:16])[O:4][C:5]1[CH:10]=[CH:9][C:8]([N+:11]([O-:13])=[O:12])=[CH:7][C:6]=1[O:14][CH3:15].[Cl:20][C:21]1[CH:26]=[CH:25][C:24](I)=[CH:23][CH:22]=1.Cl>CS(C)=O.[Cu]>[Cl:20][C:21]1[CH:26]=[CH:25][C:24]([C:2]([F:19])([F:18])[C:3]([F:17])([F:16])[O:4][C:5]2[CH:10]=[CH:9][C:8]([N+:11]([O-:13])=[O:12])=[CH:7][C:6]=2[O:14][CH3:15])=[CH:23][CH:22]=1. Procedure: Under a dry argon atmosphere a stirred mixture of 4-(2-bromo-1,1,2,2-tetrafluoroethoxy)-3-methoxynitrobenzene (5.0 g, 0.014 mole), 4-chloroiodobenzene (3.4 g, 0.014 mole), and copper powder (4.6 g, 0.072 mole, 200 mesh) in dimethyl sulfoxide (75 mL) was heated at about 160° C. for approximately three hours. The reaction mixture was allowed to cool to room temperature and stirred for an additional 18 hours. The cool mixture was poured into 200 mL of 2N hydrochloric acid, the resultant mixture was...